From a dataset of the Open Reaction Database (ORD), a public repository of structured organic reaction records. describe an organic reaction: reactants, conditions, products, and yield The reactants are ice, CSC[C@@H](C)N1C=CC2=C(C(=CC=C12)C#N)C(F)(F)F ((R)-1-(1-(methylthio)propan-2-yl)-4-(trifluoromethyl)-1H-indole-5-carbonitrile), OOS(=O)[O-].[K+] (Oxone), CO (MeOH). Solvent: O (water), O (water). Run at time 50 minute. Product: CS(=O)(=O)C[C@@H](C)N1C=CC2=C(C(=CC=C12)C#N)C(F)(F)F ((R)-1-(1-(methylsulfonyl)propan-2-yl)-4-(trifluoromethyl)-1H-indole-5-carbonitrile). Reaction SMILES: CS[CH2:3][C@H:4]([N:6]1[C:14]2[C:9](=[C:10]([C:17]([F:20])([F:19])[F:18])[C:11]([C:15]#[N:16])=[CH:12][CH:13]=2)[CH:8]=[CH:7]1)[CH3:5].O[O:22][S:23]([O-:25])=O.[K+].[CH3:27]O>O>[CH3:27][S:23]([CH2:5][C@H:4]([N:6]1[C:14]2[C:9](=[C:10]([C:17]([F:19])([F:18])[F:20])[C:11]([C:15]#[N:16])=[CH:12][CH:13]=2)[CH:8]=[CH:7]1)[CH3:3])(=[O:25])=[O:22] |f:1.2|. Procedure details: To an ice-cold solution of (R)-1-(1-(methylthio)propan-2-yl)-4-(trifluoromethyl)-1H-indole-5-carbonitrile (0.560 g, 1.88 mmol) in MeOH (10 mL) was added a solution of Oxone (4.04 g, 6.57 mmol) in water (10 mL). After 50 min, the reaction mixture was diluted with water (30 mL) and extracted with EtOAc (50 mL). The organic phase was washed with brine, dried over Na2SO4, filtered and concentrated. The residue was chromatographed over silica gel using 100% CH2Cl2 to give (R)-1-(1-(methylsulfonyl)pro... As a reaction SMILES: [Al+3:38].[CH2:1]([CH3:2])[O:3][C:4]([C:5]([CH2:6][c:7]1[cH:8][c:9]2[n:10][c:11]([O:24][CH3:25])[cH:12][cH:13][c:14]2[n:15]1[CH2:16][c:17]1[cH:18][cH:19][c:20]([Cl:23])[cH:21][cH:22]1)([CH3:26])[CH3:27])=[O:28].[CH3:29][C:30]([CH2:31][C:32](=[O:33])[Cl:34])([CH3:35])[CH3:36].[Cl-:37].[Cl-:39].[Cl-:40].[Cl:41][CH:42]([Cl:43])[CH3:44]>>[CH2:1]([CH3:2])[O:3][C:4]([C:5]([CH2:6][c:7]1[c:8]([C:32]([CH2:31][C:30]([CH3:29])([CH3:35])[CH3:36])=[O:33])[c:9]2[n:10][c:11]([O:24][CH3:25])[cH:12][cH:13][c:14]2[n:15]1[CH2:16][c:17]1[cH:18][cH:19][c:20]([Cl:23])[cH:21][cH:22]1)([CH3:26])[CH3:27])=[O:28]. The product is CCOC(=O)C(C)(C)Cc1c(C(=O)CC(C)(C)C)c2nc(OC)ccc2n1Cc1ccc(Cl)cc1. Reactants: [Al+3], CCOC(=O)C(C)(C)Cc1cc2nc(OC)ccc2n1Cc1ccc(Cl)cc1, CC(C)(C)CC(=O)Cl, [Cl-], [Cl-], [Cl-], CC(Cl)Cl. Reactants: COC(=O)c1ccc(NC(COc2ccccc2)c2oc3ccccc3c2C)cc1, CCO, [Na+], C1CCOC1, [OH-]. The product is Cc1c(C(COc2ccccc2)Nc2ccc(C(=O)O)cc2)oc2ccccc12. As a reaction SMILES: [CH3:1][c:2]1[c:3]([CH:11]([CH2:12][O:13][c:14]2[cH:15][cH:16][cH:17][cH:18][cH:19]2)[NH:20][c:21]2[cH:22][cH:23][c:24]([C:25](=[O:26])[O:27][CH3:28])[cH:29][cH:30]2)[o:4][c:5]2[c:6]1[cH:7][cH:8][cH:9][cH:10]2.[CH3:38][CH2:39][OH:40].[Na+:37].[O:31]1[CH2:32][CH2:33][CH2:34][CH2:35]1.[OH-:36]>>[CH3:1][c:2]1[c:3]([CH:11]([CH2:12][O:13][c:14]2[cH:15][cH:16][cH:17][cH:18][cH:19]2)[NH:20][c:21]2[cH:22][cH:23][c:24]([C:25](=[O:26])[OH:27])[cH:29][cH:30]2)[o:4][c:5]2[c:6]1[cH:7][cH:8][cH:9][cH:10]2.